From a dataset of the Open Reaction Database (ORD), a public repository of structured organic reaction records. describe an organic reaction: reactants, conditions, products, and yield The reactants are C=CCBr, C1CCOC1, COc1ccccc1CN(C)C(=O)C(Cc1ccc2ccccc2c1)NC(=O)OC(C)(C)C, [Cl-], [H-], [NH4+], [Na+], CN(C)C=O. Yields the product C=CCN(C(=O)OC(C)(C)C)C(Cc1ccc2ccccc2c1)C(=O)N(C)Cc1ccccc1OC. RXN SMILES: [CH2:36]([CH:37]=[CH2:38])[Br:39].[CH2:42]1[O:43][CH2:44][CH2:45][CH2:46]1.[CH3:1][O:2][c:3]1[c:4]([CH2:5][N:6]([C:7]([CH:8]([CH2:9][c:10]2[cH:11][c:12]3[cH:13][cH:14][cH:15][cH:16][c:17]3[cH:18][cH:19]2)[NH:20][C:21](=[O:22])[O:23][C:24]([CH3:25])([CH3:26])[CH3:27])=[O:28])[CH3:29])[cH:30][cH:31][cH:32][cH:33]1.[Cl-:40].[H-:34].[NH4+:41].[Na+:35].[O:47]=[CH:48][N:49]([CH3:50])[CH3:51]>>[CH3:1][O:2][c:3]1[c:4]([CH2:5][N:6]([C:7]([CH:8]([CH2:9][c:10]2[cH:11][c:12]3[cH:13][cH:14][cH:15][cH:16][c:17]3[cH:18][cH:19]2)[N:20]([C:21](=[O:22])[O:23][C:24]([CH3:25])([CH3:26])[CH3:27])[CH2:38][CH:37]=[CH2:36])=[O:28])[CH3:29])[cH:30][cH:31][cH:32][cH:33]1.